Dataset: the Open Reaction Database (ORD), a public repository of structured organic reaction records. Task: describe an organic reaction: reactants, conditions, products, and yield The reactants are CC(C)(C)O, CC1CC(C#N)(c2cccc(Sc3ccc(-c4ccnn4C)cc3)c2F)CCO1, [K+], [OH-], O. Product: CC1CC(C(N)=O)(c2cccc(Sc3ccc(-c4ccnn4C)cc3)c2F)CCO1. As a reaction SMILES: [C:32]([OH:33])([CH3:34])([CH3:35])[CH3:36].[F:1][c:2]1[c:3]([C:21]2([C:28]#[N:29])[CH2:22][CH:23]([CH3:27])[O:24][CH2:25][CH2:26]2)[cH:4][cH:5][cH:6][c:7]1[S:8][c:9]1[cH:10][cH:11][c:12](-[c:15]2[cH:16][cH:17][n:18][n:19]2[CH3:20])[cH:13][cH:14]1.[K+:31].[OH-:30].[OH2:37]>>[F:1][c:2]1[c:3]([C:21]2([C:28]([NH2:29])=[O:30])[CH2:22][CH:23]([CH3:27])[O:24][CH2:25][CH2:26]2)[cH:4][cH:5][cH:6][c:7]1[S:8][c:9]1[cH:10][cH:11][c:12](-[c:15]2[cH:16][cH:17][n:18][n:19]2[CH3:20])[cH:13][cH:14]1. Starting materials: C(CCC)OCCOCC1=CC=C(OCC2CO2)C=C1 (1-[4-(2-n-butyloxyethoxymethyl)phenoxy]-2,3-epoxypropane), NCCOC1=C(C=C(C=C1)C=1CCC(NN1)=O)C (6-[4-(2-aminoethoxy)-3-methyl-phenyl]-4,5-dihydro-3-(2H)-pyridazinone). Yields the product C(CCC)OCCOCC1=CC=C(OCC(CNCCOC2=C(C=C(C=C2)C=2CCC(NN2)=O)C)O)C=C1 (6-[4-[2-[3-(4-(2-n-Butyloxyethoxy-methyl)phenoxy)-2-hydroxypropylamino]ethoxy]-3-methyl-phenyl]-4,5-dihydro-3-(2H)-pyridazinone). RXN SMILES: [CH2:1]([O:5][CH2:6][CH2:7][O:8][CH2:9][C:10]1[CH:20]=[CH:19][C:13]([O:14][CH2:15][CH:16]2[O:18][CH2:17]2)=[CH:12][CH:11]=1)[CH2:2][CH2:3][CH3:4].[NH2:21][CH2:22][CH2:23][O:24][C:25]1[CH:30]=[CH:29][C:28]([C:31]2[CH2:32][CH2:33][C:34](=[O:37])[NH:35][N:36]=2)=[CH:27][C:26]=1[CH3:38]>>[CH2:1]([O:5][CH2:6][CH2:7][O:8][CH2:9][C:10]1[CH:20]=[CH:19][C:13]([O:14][CH2:15][CH:16]([OH:18])[CH2:17][NH:21][CH2:22][CH2:23][O:24][C:25]2[CH:30]=[CH:29][C:28]([C:31]3[CH2:32][CH2:33][C:34](=[O:37])[NH:35][N:36]=3)=[CH:27][C:26]=2[CH3:38])=[CH:12][CH:11]=1)[CH2:2][CH2:3][CH3:4]. Reported procedure: Prepared analogously to Example 1 from 1-[4-(2-n-butyloxyethoxymethyl)phenoxy]-2,3-epoxypropane and 6-[4-(2-aminoethoxy)-3-methyl-phenyl]-4,5-dihydro-3-(2H)-pyridazinone.